From a dataset of the Open Reaction Database (ORD), a public repository of structured organic reaction records. describe an organic reaction: reactants, conditions, products, and yield Reactants: Cl (hydrochloric acid), Formula 4, C1(=CC=CC=C1)B(O)O (phenyl boronic acid), FC(C(O[Si](C)(C)C)=N[Si](C)(C)C)(F)F (BSTFA), B (borane), CCC(C)CC(C)CCCCCCCCC(=O)N[C@H]1C[C@H]([C@H](NC(=O)[C@@H]2[C@H](CCN2C(=O)[C@@H](NC(=O)[C@@H](NC(=O)[C@@H]3C[C@H](CN3C(=O)[C@@H](NC1=O)[C@@H](C)O)O)[C@@H]([C@H](C=4C=CC(=CC4)O)O)O)[C@@H](CCN)O)O)NCCN)O (caspofungin). The solvent is O1CCCC1 (tetrahydrofuran), O (water), O1CCCC1 (tetrahydrofuran), O1CCCC1 (tetrahydrofuran), C(C)(=O)OCC (ethyl acetate), O (water), C(C)(=O)O (acetic acid), C(C)O (ethanol). Reaction conditions: time 1 hour. The product is CCC(C)CC(C)CCCCCCCCC(=O)N[C@H]1C[C@H]([C@H](NC(=O)[C@@H]2[C@H](CCN2C(=O)[C@@H](NC(=O)[C@@H](NC(=O)[C@@H]3C[C@H](CN3C(=O)[C@@H](NC1=O)[C@@H](C)O)O)[C@@H]([C@H](C4=CC=C(C=C4)O)O)O)[C@@H](CCN)O)O)NCCN)O.CC(=O)O.CC(=O)O (caspofungin diacetate), Formula 1. The yield is 72.0%. Reaction SMILES: C1(B(O)[OH:8])C=CC=CC=1.F[C:11](F)(F)[C:12](=N[Si](C)(C)C)[O:13][Si](C)(C)C.B.Cl.[CH3:27][CH2:28][CH:29]([CH2:31][CH:32]([CH2:34][CH2:35][CH2:36][CH2:37][CH2:38][CH2:39][CH2:40][CH2:41][C:42]([NH:44][C@@H:45]1[C:76](=[O:77])[NH:75][C@@H:74]([C@H:78]([OH:80])[CH3:79])[C:72](=[O:73])[N:71]2[C@@H:67]([CH2:68][C@@H:69]([OH:81])[CH2:70]2)[C:65](=[O:66])[NH:64][C@@H:63]([C@H:82]([OH:92])[C@@H:83]([OH:91])[C:84]2[CH:85]=[CH:86][C:87]([OH:90])=[CH:88][CH:89]=2)[C:61](=[O:62])[NH:60][C@@H:59]([C@H:93]([OH:97])[CH2:94][CH2:95][NH2:96])[C:57](=[O:58])[N:56]2[C@@H:52]([C@@H:53]([OH:98])[CH2:54][CH2:55]2)[C:50](=[O:51])[NH:49][C@H:48]([NH:99][CH2:100][CH2:101][NH2:102])[C@H:47]([OH:103])[CH2:46]1)=[O:43])[CH3:33])[CH3:30]>O1CCCC1.O.C(OCC)(=O)C.C(O)(=O)C.C(O)C>[CH3:27][CH2:28][CH:29]([CH2:31][CH:32]([CH2:34][CH2:35][CH2:36][CH2:37][CH2:38][CH2:39][CH2:40][CH2:41][C:42]([NH:44][C@@H:45]1[C:76](=[O:77])[NH:75][C@@H:74]([C@H:78]([OH:80])[CH3:79])[C:72](=[O:73])[N:71]2[C@@H:67]([CH2:68][C@@H:69]([OH:81])[CH2:70]2)[C:65](=[O:66])[NH:64][C@@H:63]([C@H:82]([OH:92])[C@@H:83]([OH:91])[C:84]2[CH:85]=[CH:86][C:87]([OH:90])=[CH:88][CH:89]=2)[C:61](=[O:62])[NH:60][C@@H:59]([C@H:93]([OH:97])[CH2:94][CH2:95][NH2:96])[C:57](=[O:58])[N:56]2[C@@H:52]([C@@H:53]([OH:98])[CH2:54][CH2:55]2)[C:50](=[O:51])[NH:49][C@H:48]([NH:99][CH2:100][CH2:101][NH2:102])[C@H:47]([OH:103])[CH2:46]1)=[O:43])[CH3:33])[CH3:30].[CH3:11][C:12]([OH:13])=[O:8].[CH3:11][C:12]([OH:13])=[O:8] |f:10.11.12|. Procedure details: Under N2, the compound of Formula 4 (1.0 g), phenyl boronic acid (0.36 g), tetrahydrofuran (40 ml) were refluxed for 30 min. The reaction mixture was cooled to the room temperature, and BSTFA (2.0 ml) was added and the solution was agitated for 1 h at the room temperature. The temperature was maintained at −20 to −15° C., and the complex of borane and tetrahydrofuran in tetrahydrofuran (6.8 ml, 1 M) was added dropwise. Upon addition, the reaction was conducted at −20 to −15° C. for 3.5 h. The co... Starting materials: COC(C=CC1=C(C=C(C=C1C)C=O)CC)=O (3-(2-ethyl-4-formyl-6-methyl-phenyl)-acrylic acid methyl ester). Solvent: CO (methanol), [OH-].[Na+] (NaOH). Reaction conditions: time 1 hour. The product is C(C)C1=C(C(=CC(=C1)C=O)C)C=CC(=O)O (3-(2-ethyl-4-formyl-6-methyl-phenyl)-acrylic acid). Yield: 75.4%. As a reaction SMILES: C[O:2][C:3](=[O:17])[CH:4]=[CH:5][C:6]1[C:11]([CH3:12])=[CH:10][C:9]([CH:13]=[O:14])=[CH:8][C:7]=1[CH2:15][CH3:16]>CO.[OH-].[Na+]>[CH2:15]([C:7]1[CH:8]=[C:9]([CH:13]=[O:14])[CH:10]=[C:11]([CH3:12])[C:6]=1[CH:5]=[CH:4][C:3]([OH:17])=[O:2])[CH3:16] |f:2.3|. Procedure: A suspension of 3-(2-ethyl-4-formyl-6-methyl-phenyl)-acrylic acid methyl ester (5.93 g, 25.53 mmol) in methanol (140 mL) and 2 N aq. NaOH (45 mL) is stirred at rt for 1 h. The methanol is evaporated and the aq. solution is extracted twice with DCM. The aq. layer is acidified with 37% aq. HCl. The precipitate that forms is collected, washed with water and dried. The product is further purified by recrystallisation from EA (100 mL) to give 3-(2-ethyl-4-formyl-6-methyl-phenyl)-acrylic acid (4.2 g) ... Reactants: [N+](=O)([O-])C1=C2C=C(N=CC2=CC=C1)C(=O)OC (methyl 5-nitroisoquinoline-3-carboxylate). The reagents and catalysts are [Fe] (iron). The solvent is C(C)(=O)O.O (acetic acid water). Conditions: time 16 hour. Yields the product NC1=C2C=C(N=CC2=CC=C1)C(=O)OC (methyl 5-aminoisoquinoline-3-carboxylate). RXN SMILES: [N+:1]([C:4]1[CH:13]=[CH:12][CH:11]=[C:10]2[C:5]=1[CH:6]=[C:7]([C:14]([O:16][CH3:17])=[O:15])[N:8]=[CH:9]2)([O-])=O>C(O)(=O)C.O.[Fe]>[NH2:1][C:4]1[CH:13]=[CH:12][CH:11]=[C:10]2[C:5]=1[CH:6]=[C:7]([C:14]([O:16][CH3:17])=[O:15])[N:8]=[CH:9]2 |f:1.2|. Procedure: The product of Example 71A (10.33 g, 44.5 mmol) in acetic acid/water (3/1) (320 mL) was treated with iron powder (5.06 g, 90.7 mmol). After stirring for 16 hours at room temperature, the reaction mixture was filtered the filtrate concentrated under reduced pressure to approximately half the original volume. The mixture was then extracted with dichloromethane (3×200 mL). The organic fractions were combined, dried (MgSO4), and the filtrate concentrated under reduced pressure to afford crude materi... Reactants: O.NN (hydrazine hydrate), [H-].[Na+] (Sodium hydride), C(C)(C)(C)[Si](O[C@@H]1C[C@H](CC1)NC1=NC(=NC=C1C#N)SC)(C)C (4-[trans-3-(tert-butyl-dimethyl-silanyloxy)-cyclopentylamino]-2-methylsulfanyl-pyrimidine-5-carbonitrile), CC(=O)OC(=O)C (Ac2O). Solvent: CN(C)C=O (DMF). Run at time 30 minute. The product is NC1=CC(N(C=2N=C(N=CC21)SC)[C@@H]2C[C@H](CC2)O[Si](C)(C)C(C)(C)C)=O (5-amino-8-[trans-3-(tert-butyl-dimethyl-silanyloxy)-cyclopentyl]-2-methylsulfanyl-8H-pyrido[2,3-d]pyrimidin-7-one). Isolated yield 108.7%. As a reaction SMILES: [H-].[Na+].[C:3]([Si:7]([CH3:26])([CH3:25])[O:8][C@H:9]1[CH2:13][CH2:12][C@H:11]([NH:14][C:15]2[C:20]([C:21]#[N:22])=[CH:19][N:18]=[C:17]([S:23][CH3:24])[N:16]=2)[CH2:10]1)([CH3:6])([CH3:5])[CH3:4].[CH3:27][C:28](OC(C)=O)=[O:29].O.NN>CN(C=O)C>[NH2:22][C:21]1[C:20]2[CH:19]=[N:18][C:17]([S:23][CH3:24])=[N:16][C:15]=2[N:14]([C@H:11]2[CH2:12][CH2:13][C@H:9]([O:8][Si:7]([C:3]([CH3:6])([CH3:5])[CH3:4])([CH3:26])[CH3:25])[CH2:10]2)[C:28](=[O:29])[CH:27]=1 |f:0.1,4.5|. Reported procedure: Sodium hydride (60% suspension in mineral oil, 303 mg, 7.59 mmol) was added in one portion, under argon atmosphere, to a mixture of 4-[trans-3-(tert-butyl-dimethyl-silanyloxy)-cyclopentylamino]-2-methylsulfanyl-pyrimidine-5-carbonitrile (658 mg, 1.81 mmol) in anhydrous DMF (10 mL) and the resulting mixture was stirred at RT for 30 min. Anhydrous Ac2O (2.56 mL, 27.1 mmol) was added dropwise, over a period of 35 min, and the reaction mixture was stirred for additional 10 min. The resulting mixture... The reactants are Cc1noc(C)c1-c1cccc(N)c1, COC(=O)c1cc(Cl)ccc1NC(=O)COCC(=O)O, Cl. The product is COC(=O)c1cc(Cl)ccc1NC(=O)COCC(=O)Nc1cccc(-c2c(C)noc2C)c1. RXN SMILES: [CH3:2][c:3]1[n:4][o:5][c:6]([CH3:15])[c:7]1-[c:8]1[cH:9][c:10]([NH2:11])[cH:12][cH:13][cH:14]1.[Cl:16][c:17]1[cH:18][c:19]([C:32](=[O:33])[O:34][CH3:35])[c:20]([NH:23][C:24]([CH2:25][O:26][CH2:27][C:28](=[O:29])[OH:30])=[O:31])[cH:21][cH:22]1.[ClH:1]>>[CH3:2][c:3]1[n:4][o:5][c:6]([CH3:15])[c:7]1-[c:8]1[cH:9][c:10]([NH:11][C:28]([CH2:27][O:26][CH2:25][C:24]([NH:23][c:20]2[c:19]([C:32](=[O:33])[O:34][CH3:35])[cH:18][c:17]([Cl:16])[cH:22][cH:21]2)=[O:31])=[O:29])[cH:12][cH:13][cH:14]1. Starting materials: SeO2, C(C)(C)(C)OC(=O)CCCN1C(C=C(C2=CC=C(C=C12)O[Si](C)(C)C(C)(C)C)C)(C)C (1-[3-(tert-Butoxycarbonyl)propyl]-7-[(tert-butyldimethylsilyl)-oxy]-1,2-dihydro-2,2,4-trimethylquinoline), O1CCOCC1 (dioxane), [BH4-].[Na+] (NaBH4). The solvent is CCOCC (ether). Reaction conditions: time 1 hour. Product: C(C)(C)(C)OC(=O)CCCN1C(C=C(C2=CC=C(C=C12)O[Si](C)(C)C(C)(C)C)CO)(C)C (1-[3-(tert-Butoxycarbonyl)propyl]-7-[(tert-butyldimethyl-silyl)oxy]-1,2-dihydro-4-hydroxymethyl-2,2-dimethylquinoline). As a reaction SMILES: [C:1]([O:5][C:6]([CH2:8][CH2:9][CH2:10][N:11]1[C:20]2[C:15](=[CH:16][CH:17]=[C:18]([O:21][Si:22]([C:25]([CH3:28])([CH3:27])[CH3:26])([CH3:24])[CH3:23])[CH:19]=2)[C:14]([CH3:29])=[CH:13][C:12]1([CH3:31])[CH3:30])=[O:7])([CH3:4])([CH3:3])[CH3:2].[BH4-].[Na+].[O:34]1CCOCC1>CCOCC>[C:1]([O:5][C:6]([CH2:8][CH2:9][CH2:10][N:11]1[C:20]2[C:15](=[CH:16][CH:17]=[C:18]([O:21][Si:22]([C:25]([CH3:28])([CH3:27])[CH3:26])([CH3:24])[CH3:23])[CH:19]=2)[C:14]([CH2:29][OH:34])=[CH:13][C:12]1([CH3:31])[CH3:30])=[O:7])([CH3:2])([CH3:4])[CH3:3] |f:1.2|. Procedure details: SeO2 (1.50 g, 13.5 mmol) was added in portions to a hot (60° C.) solution of compound 4 (3.24 g, 6.74 mmol) in dioxane (50 mL). Then the reaction mixture was at this temperature for 1 h. After cooling, it was diluted with ether, and the organic layer was washed with sat. aq. NaHCO3 and dried over MgSO4. Solvents were evaporated, and the residue was purified by column chromatography (with hexane/ether/dichloromethane [10/3/1] as an eluent). After evaporation of solvents, the compound 5 (1.3 g) wa...